Dataset: the Open Reaction Database (ORD), a public repository of structured organic reaction records. Task: describe an organic reaction: reactants, conditions, products, and yield Reactants: C=CCc1nnc(N=C=O)s1, CNCC=O, c1ccccc1. Product: C=CCc1nnc(NC(=O)N(C)CC=O)s1. Reaction SMILES: [CH2:1]([CH:2]=[CH2:3])[c:4]1[n:5][n:6][c:7]([N:9]=[C:10]=[O:11])[s:8]1.[CH3:12][NH:13][CH2:14][CH:15]=[O:16].[cH:17]1[cH:18][cH:19][cH:20][cH:21][cH:22]1>>[CH2:1]([CH:2]=[CH2:3])[c:4]1[n:5][n:6][c:7]([NH:9][C:10](=[O:11])[N:13]([CH3:12])[CH2:14][CH:15]=[O:16])[s:8]1. The reactants are CCc1ccc(Br)cc1, [Mg], [O-]B([O-])[O-]. Yields the product CCc1ccc(B(O)O)cc1. Reaction SMILES: [Br:1][c:2]1[cH:3][cH:4][c:5]([CH2:8][CH3:9])[cH:6][cH:7]1.[Mg:10].[O-:11][B:12]([O-:13])[O-:14]>>[c:2]1([B:12]([OH:11])[OH:13])[cH:3][cH:4][c:5]([CH2:8][CH3:9])[cH:6][cH:7]1. Starting materials: C=CCON=C(C(=O)O)c1nsc(NC(=O)OC(C)(C)C)n1, O=C(O)C(F)(F)F. Yields the product C=CCON=C(C(=O)O)c1nsc(N)n1. Reaction SMILES: [C:1]([O:2][C:3](=[O:4])[NH:8][c:9]1[n:10][c:11]([C:14]([C:15](=[O:16])[OH:17])=[N:18][O:19][CH2:20][CH:21]=[CH2:22])[n:12][s:13]1)([CH3:5])([CH3:6])[CH3:7].[OH:23][C:24]([C:25]([F:26])([F:27])[F:28])=[O:29]>>[NH2:8][c:9]1[n:10][c:11]([C:14]([C:15](=[O:16])[OH:17])=[N:18][O:19][CH2:20][CH:21]=[CH2:22])[n:12][s:13]1.